From a dataset of the Open Reaction Database (ORD), a public repository of structured organic reaction records. describe an organic reaction: reactants, conditions, products, and yield Starting materials: C(C)(=O)OCC (ethyl acetate), C(C1=CC=CC=C1)OC1=CC(=C(C(=NO)Cl)C=C1OC)I (4-benzyloxy-N-hydroxy-2-iodo-5-methoxy-benzimidoylchloride), CN(C=O)C (N,N-dimethylformamide), N (ammonia). The solvent is O (water), O (water). Conditions: time 3 hour. The product is C(C1=CC=CC=C1)OC1=CC(=C(C(=N)NO)C=C1OC)I (4-Benzyloxy-N-hydroxy-2-iodo-5-methoxybenzamidine). RXN SMILES: [CH2:1]([O:8][C:9]1[C:18]([O:19][CH3:20])=[CH:17][C:12]([C:13](Cl)=[N:14][OH:15])=[C:11]([I:21])[CH:10]=1)[C:2]1[CH:7]=[CH:6][CH:5]=[CH:4][CH:3]=1.C[N:23](C)C=O.N.C(OCC)(=O)C>O>[CH2:1]([O:8][C:9]1[C:18]([O:19][CH3:20])=[CH:17][C:12]([C:13]([NH:14][OH:15])=[NH:23])=[C:11]([I:21])[CH:10]=1)[C:2]1[CH:7]=[CH:6][CH:5]=[CH:4][CH:3]=1. Reported procedure: To a mixture of 4-benzyloxy-N-hydroxy-2-iodo-5-methoxy-benzimidoylchloride and N,N-dimethylformamide (110 mL) was added a 28% ammonia in water (12 mL) under ice-bath cooling. After stirring for 3 hours under ice-bath cooling, water and ethyl acetate were added to the mixture. The separated organic layer was washed with water and brine successively, dried over anhydrous magnesium sulfate, and concentrated under reduced pressure. The residue was triturated with hexane:diethyl ether=1:4 to give the... Reactants: CN1CCNCC1, COc1cc([N+](=O)[O-])ccc1C(=O)O. Product: COc1cc([N+](=O)[O-])ccc1C(=O)N1CCN(C)CC1. As a reaction SMILES: [CH3:15][N:16]1[CH2:17][CH2:18][NH:19][CH2:20][CH2:21]1.[CH3:1][O:2][c:3]1[c:4]([C:5](=[O:6])[OH:7])[cH:8][cH:9][c:10]([N+:12](=[O:13])[O-:14])[cH:11]1>>[CH3:1][O:2][c:3]1[c:4]([C:5](=[O:7])[N:19]2[CH2:18][CH2:17][N:16]([CH3:15])[CH2:21][CH2:20]2)[cH:8][cH:9][c:10]([N+:12](=[O:13])[O-:14])[cH:11]1. Reactants: Br, NC=O, O, Oc1ccc2c(c1)CCNC2. Product: O=CN1CCc2cc(O)ccc2C1. Reaction SMILES: [BrH:1].[CH:13](=[O:14])[NH2:15].[OH2:16].[OH:2][c:3]1[cH:4][c:5]2[c:10]([cH:11][cH:12]1)[CH2:9][NH:8][CH2:7][CH2:6]2>>[OH:2][c:3]1[cH:4][c:5]2[c:10]([cH:11][cH:12]1)[CH2:9][N:8]([CH:13]=[O:14])[CH2:7][CH2:6]2. Starting materials: C(C=C)(=O)OOC(C)(N)CC (ethyl-β-amino-β-ethoxy acrylate), C(C)N=C=O (ethyl isocyanate). Solvent: C(C)#N (acetonitrile). Run at time 1 day. Product: C(C=C)(=O)OOC(C)(NC(=O)NCC)CC (ethyl-β-ethylureido-β-ethoxy acrylate). Yield: 60.9%. RXN SMILES: [C:1]([O:5][O:6][C:7]([CH2:10][CH3:11])([NH2:9])[CH3:8])(=[O:4])[CH:2]=[CH2:3].[CH2:12]([N:14]=[C:15]=[O:16])[CH3:13]>C(#N)C>[C:1]([O:5][O:6][C:7]([CH2:10][CH3:11])([NH:9][C:15]([NH:14][CH2:12][CH3:13])=[O:16])[CH3:8])(=[O:4])[CH:2]=[CH2:3]. Procedure details: To a solution of 15.9 g of ethyl-β-amino-β-ethoxy acrylate in 30 ml of acetonitrile was added 7.1 g of ethyl isocyanate, and the resulting mixture was allowed to stand at room temperature for one day and one night. The acetonitrile was distilled away under reduced pressure. To the residue was added 100 ml of ether and the system then dried over anhydrous sodium sulfate. The ether was distilled away and the residue was distilled under reduced pressure. Thus, 14 g of ethyl-β-ethylureido-β-ethoxy a... Starting materials: [Li+].[OH-] (LiOH), NC1=CC=C(C=N1)NC(=O)C=1C=CC2=C(CN(C(C(N2)CC(=O)OC)=O)CCC2=CC=CC=C2)C1 (methyl (±)-7-[[(6-amino-3-pyridinyl)amino]carbonyl]-3-oxo-4-(2-phenylethyl)-2,3,4,5-tetrahydro-1H-1,4-benzodiazepine-2-acetate). The solvent is C1CCOC1 (THF), O (H2O). Reaction conditions: time 22.5 hour. Yields the product NC1=CC=C(C=N1)NC(=O)C=1C=CC2=C(CN(C(C(N2)CC(=O)O)=O)CCC2=CC=CC=C2)C1 ((±)-7-[[(6-Amino-3-pyridinyl)amino]carbonyl]-3-oxo-4-(2-phenylethyl)-2,3,4,5-tetrahydro-1H-1,4-benzodiazepine-2-acetic acid). Yield: 86.1%. As a reaction SMILES: [Li+].[OH-].[NH2:3][C:4]1[N:9]=[CH:8][C:7]([NH:10][C:11]([C:13]2[CH:14]=[CH:15][C:16]3[NH:22][CH:21]([CH2:23][C:24]([O:26]C)=[O:25])[C:20](=[O:28])[N:19]([CH2:29][CH2:30][C:31]4[CH:36]=[CH:35][CH:34]=[CH:33][CH:32]=4)[CH2:18][C:17]=3[CH:37]=2)=[O:12])=[CH:6][CH:5]=1>C1COCC1.O>[NH2:3][C:4]1[N:9]=[CH:8][C:7]([NH:10][C:11]([C:13]2[CH:14]=[CH:15][C:16]3[NH:22][CH:21]([CH2:23][C:24]([OH:26])=[O:25])[C:20](=[O:28])[N:19]([CH2:29][CH2:30][C:31]4[CH:32]=[CH:33][CH:34]=[CH:35][CH:36]=4)[CH2:18][C:17]=3[CH:37]=2)=[O:12])=[CH:6][CH:5]=1 |f:0.1|. Procedure: 1.0 N LiOH (1.1 mL, 1.1 mmol) was added dropwise to a mixture of methyl (±)-7-[[(6-amino-3-pyridinyl)amino]carbonyl]-3-oxo-4-(2-phenylethyl)-2,3,4,5-tetrahydro-1H-1,4-benzodiazepine-2-acetate (0.23 g, 0.48 mmol) in THF (12 mL) and H2O (17 mL) at RT. After 22.5 h, the dark reddish-brown reaction mixture was concentrated on the rotavap to remove excess THF. The resulting reddish solution was cooled in an ice-bath, and neutralized with 1.0 N AcOH (1.8 mL). The precipitate was collected by suction f... Starting materials: CCOC(=O)C(Cc1ccc(OCCOC2c3ccccc3CSc3ccccc32)cc1)OCC, CCO, [Na+], [OH-]. Product: CCOC(Cc1ccc(OCCOC2c3ccccc3CSc3ccccc32)cc1)C(=O)O. As a reaction SMILES: [CH2:1]([CH3:2])[O:3][C:4]([CH:5]([CH2:6][c:7]1[cH:8][cH:9][c:10]([O:13][CH2:14][CH2:15][O:16][CH:17]2[c:18]3[c:19]([cH:28][cH:29][cH:30][cH:31]3)[S:20][CH2:21][c:22]3[c:23]2[cH:24][cH:25][cH:26][cH:27]3)[cH:11][cH:12]1)[O:32][CH2:33][CH3:34])=[O:35].[CH3:38][CH2:39][OH:40].[Na+:37].[OH-:36]>>[O:3]=[C:4]([CH:5]([CH2:6][c:7]1[cH:8][cH:9][c:10]([O:13][CH2:14][CH2:15][O:16][CH:17]2[c:18]3[c:19]([cH:28][cH:29][cH:30][cH:31]3)[S:20][CH2:21][c:22]3[c:23]2[cH:24][cH:25][cH:26][cH:27]3)[cH:11][cH:12]1)[O:32][CH2:33][CH3:34])[OH:35]. Reactants: ice, C(C(C)C)C1CC(CC(N1)=O)=O (6-isobutyl-piperidine-2,4-dione), [H-].[H-].[H-].[H-].[Li+].[Al+3] (LAH). Run in C1CCOC1 (THF), C1CCOC1 (THF). Conditions: time 48 hour. Yields the product C(C(C)C)C1NCCC(C1)O (2-isobutyl-piperidin-4-ol). RXN SMILES: [H-].[H-].[H-].[H-].[Li+].[Al+3].[CH2:7]([CH:11]1[NH:16][C:15](=O)[CH2:14][C:13](=[O:18])[CH2:12]1)[CH:8]([CH3:10])[CH3:9]>C1COCC1>[CH2:7]([CH:11]1[CH2:12][CH:13]([OH:18])[CH2:14][CH2:15][NH:16]1)[CH:8]([CH3:10])[CH3:9] |f:0.1.2.3.4.5|. Procedure: To a stirred ice cooled suspension of LAH (16.1 g, 0.414 mol) in THF (100 mL), a solution of 6-isobutyl-piperidine-2,4-dione (14.0 g, 0.083 mol) in THF (100 mL) was added dropwise under N2. The reaction mixture was warmed to room temperature and stirred under N2 for 48 h. The reaction mixture was cooled to 0° C. and quenched with water (16.1 mL), 1 N NaOH (16.1 mL) and water (16.1 mL). The reaction mixture was filtered and the solid was washed with hot THF (100 mL). The filtrate was concentrated...